This data is from the Open Reaction Database (ORD), a public repository of structured organic reaction records. The task is: describe an organic reaction: reactants, conditions, products, and yield RXN SMILES: [Br:1][CH2:2][c:3]1[cH:4][c:5]([Cl:6])[s:7][c:8]1[Cl:9].[CH2:20]1[O:21][CH2:22][CH2:23][CH2:24]1.[Cl:10][c:11]1[s:12][c:13]([Cl:19])[cH:14][c:15]1[C:16](=[O:17])[OH:18]>>[Cl:10][c:11]1[s:12][c:13]([Cl:19])[cH:14][c:15]1[CH2:16][OH:17]. Reactants: Clc1cc(CBr)c(Cl)s1, C1CCOC1, O=C(O)c1cc(Cl)sc1Cl. Yields the product OCc1cc(Cl)sc1Cl. Starting materials: C(C)OC(C=O)=O (glyoxylic acid ethyl ester), COC=CC(O[Si](C)(C)C)=C ((3-methoxy-1-methylene-allyloxy)-trimethyl-silane). Reagents/catalysts: [Cl-].[Zn+2].[Cl-] (Zinc chloride). Solvent: C1=CC=CC=C1 (benzene). Conditions: time 72 hour. The product is C(C)OC(=O)C1OC=CC(C1)=O (4-oxo-3,4-dihydro-2H-pyran-2-carboxylic acid ethyl ester). Yield: 75.0%. As a reaction SMILES: [CH2:1]([O:3][C:4](=[O:7])[CH:5]=[O:6])[CH3:2].CO[CH:10]=[CH:11][C:12](=[CH2:18])[O:13][Si](C)(C)C>C1C=CC=CC=1.[Cl-].[Zn+2].[Cl-]>[CH2:1]([O:3][C:4]([CH:5]1[CH2:18][C:12](=[O:13])[CH:11]=[CH:10][O:6]1)=[O:7])[CH3:2] |f:3.4.5|. Procedure details: A solution of glyoxylic acid ethyl ester, polymer form (2.02 g, 8.9 mmol) and (3-methoxy-1-methylene-allyloxy)-trimethyl-silane (1.9 ml, 8.9 mmol, Danishefsky's diene) in benzene (12 ml) was placed under nitrogen. Zinc chloride (0.5N in tetrahydrofuran, 8.9 ml, 4.45 mmol) was added and the reaction stirred at ambient temperature for 72 h. The mixture was concentrated in vacuo, diluted with ethyl acetate (100 ml) and washed with 1 N hydrochloric acid (20 ml), saturated sodium bicarbonate (20 ml),... Starting materials: COC=1C=CC(=NC1)[C@@H]1[C@H](C1)COC1=NC(=NC=C1C1=CC(N(C=C1)CC(=O)OC)=O)C (methyl 2-(4-(4-(((1S,2S)-2-(5-methoxypyridin-2-yl)cyclopropyl)methoxy)-2-methylpyrimidin-5-yl)-2-oxopyridin-1(2H)-yl)acetate), [Li+].[OH-] (LiOH), Cl (HCl). Run in O1CCCC1 (tetrahydrofuran), CO (methanol), O (H2O), [Cl-].[Na+].O (brine). Conditions: time 16 hour. Yields the product COC=1C=CC(=NC1)[C@@H]1[C@H](C1)COC1=NC(=NC=C1C1=CC(N(C=C1)CC(=O)O)=O)C (2-(4-(4-(((1S,2S)-2-(5-Methoxypyridin-2-yl)cyclopropyl)methoxy)-2-methylpyrimidin-5-yl)-2-oxopyridin-1(2H)-yl)acetic acid). Reaction SMILES: [CH3:1][O:2][C:3]1[CH:4]=[CH:5][C:6]([C@H:9]2[CH2:11][C@@H:10]2[CH2:12][O:13][C:14]2[C:19]([C:20]3[CH:25]=[CH:24][N:23]([CH2:26][C:27]([O:29]C)=[O:28])[C:22](=[O:31])[CH:21]=3)=[CH:18][N:17]=[C:16]([CH3:32])[N:15]=2)=[N:7][CH:8]=1.[Li+].[OH-].Cl>O1CCCC1.CO.O.[Cl-].[Na+].O>[CH3:1][O:2][C:3]1[CH:4]=[CH:5][C:6]([C@H:9]2[CH2:11][C@@H:10]2[CH2:12][O:13][C:14]2[C:19]([C:20]3[CH:25]=[CH:24][N:23]([CH2:26][C:27]([OH:29])=[O:28])[C:22](=[O:31])[CH:21]=3)=[CH:18][N:17]=[C:16]([CH3:32])[N:15]=2)=[N:7][CH:8]=1 |f:1.2,7.8.9|. Procedure: To a solution of methyl 2-(4-(4-(((1S,2S)-2-(5-methoxypyridin-2-yl)cyclopropyl)methoxy)-2-methylpyrimidin-5-yl)-2-oxopyridin-1(2H)-yl)acetate (Example 56, 30 mg, 0.069 mmol) in tetrahydrofuran (1 ml), methanol (1 ml) and H2O (1 ml) was added LiOH (8.3 mg, 0.3 mmol). The reaction mixture was stirred at ambient temperature for 16 hours. To the reaction mixture was added 5 ml of brine and the pH was adjusted to 3 with 1N HCl to provide a white precipitate which was filtered and dried to provide the... Starting materials: C(C)(C)(C)OC(NC1CCC(CC1)NC=1C=2N(C=CN1)C(=CN2)C2=NC(=CC=C2)Br)=O ({4-[3-(6-bromo-pyridin-2-yl)-imidazo[1,2-a]pyrazin-8-ylamino]-cyclohexyl}-carbamic acid tert-butyl ester), ClC=1C=C(CN)C=CC1 (3-chloro-benzylamine), CN(C)C1=CC=CC=C1C2=CC=CC=C2P(C3CCCCC3)C4CCCCC4 (Davephos), CC(C)(C)[O-].[Na+] (NaOtBu). Reagents/catalysts: C=1C=CC(=CC1)/C=C/C(=O)/C=C/C2=CC=CC=C2.C=1C=CC(=CC1)/C=C/C(=O)/C=C/C2=CC=CC=C2.C=1C=CC(=CC1)/C=C/C(=O)/C=C/C2=CC=CC=C2.[Pd].[Pd] (Pd2(dba)3). The solvent is O1CCOCC1 (dioxane). Conditions: temperature 110 celsius. Yields the product C(C)(C)(C)OC(NC1CCC(CC1)NC=1C=2N(C=CN1)C(=CN2)C2=NC(=CC=C2)NCC2=CC(=CC=C2)Cl)=O ((4-{3-[6-(3-chloro-benzylamino)-pyridin-2-yl]-imidazo[1,2-a]pyrazin-8-ylamino}-cyclohexyl)-carbamic acid tert-butyl ester). Reaction SMILES: [C:1]([O:5][C:6](=[O:31])[NH:7][CH:8]1[CH2:13][CH2:12][CH:11]([NH:14][C:15]2[C:16]3[N:17]([C:21]([C:24]4[CH:29]=[CH:28][CH:27]=[C:26](Br)[N:25]=4)=[CH:22][N:23]=3)[CH:18]=[CH:19][N:20]=2)[CH2:10][CH2:9]1)([CH3:4])([CH3:3])[CH3:2].[Cl:32][C:33]1[CH:34]=[C:35]([CH:38]=[CH:39][CH:40]=1)[CH2:36][NH2:37].CN(C1C(C2C(P(C3CCCCC3)C3CCCCC3)=CC=CC=2)=CC=CC=1)C.CC([O-])(C)C.[Na+]>O1CCOCC1.C1C=CC(/C=C/C(/C=C/C2C=CC=CC=2)=O)=CC=1.C1C=CC(/C=C/C(/C=C/C2C=CC=CC=2)=O)=CC=1.C1C=CC(/C=C/C(/C=C/C2C=CC=CC=2)=O)=CC=1.[Pd].[Pd]>[C:1]([O:5][C:6](=[O:31])[NH:7][CH:8]1[CH2:13][CH2:12][CH:11]([NH:14][C:15]2[C:16]3[N:17]([C:21]([C:24]4[CH:29]=[CH:28][CH:27]=[C:26]([NH:37][CH2:36][C:35]5[CH:38]=[CH:39][CH:40]=[C:33]([Cl:32])[CH:34]=5)[N:25]=4)=[CH:22][N:23]=3)[CH:18]=[CH:19][N:20]=2)[CH2:10][CH2:9]1)([CH3:4])([CH3:3])[CH3:2] |f:3.4,6.7.8.9.10|. Procedure: A mixture of {4-[3-(6-bromo-pyridin-2-yl)-imidazo[1,2-a]pyrazin-8-ylamino]-cyclohexyl}-carbamic acid tert-butyl ester (from Example 40 supra) (0.487 g, 1.0 mmol), 3-chloro-benzylamine (0.283 g, 2.0 mmol), Pd2(dba)3 (60 mg), Davephos (80 mg), NaOtBu (200 mg, 0.2 mmol) in dioxane (25 mL) in a sealed tube was bubbled with N2 for several minutes and then heated under N2 at 110° C. for 15 hours. The solution was then cooled to room temperature and filtered. The filtrate was concentrated under reduced... Reactants: ClCCCN1CCCC1 (1-(3-chloropropyl)pyrrolidine), OC1=CC=C(C#N)C=C1 (4-hydroxybenzonitrile), C([O-])([O-])=O.[Cs+].[Cs+] (caesium carbonate), C(C)#N (acetonitrile). Reaction conditions: temperature 45 celsius, time 18 hour. Product: N1(CCCC1)CCCOC1=CC=C(C=C1)CC#N ([4-(3-Pyrrolidin-1-yl-propoxy)-phenyl]-acetonitrile). Yield: 79.0%. As a reaction SMILES: Cl[CH2:2][CH2:3][CH2:4][N:5]1[CH2:9][CH2:8][CH2:7][CH2:6]1.[OH:10][C:11]1[CH:18]=[CH:17][C:14]([C:15]#N)=[CH:13][CH:12]=1.C(=O)([O-])[O-].[Cs+].[Cs+].[C:25](#[N:27])C>>[N:5]1([CH2:4][CH2:3][CH2:2][O:10][C:11]2[CH:18]=[CH:17][C:14]([CH2:15][C:25]#[N:27])=[CH:13][CH:12]=2)[CH2:9][CH2:8][CH2:7][CH2:6]1 |f:2.3.4|. Procedure: A mixture of 1-(3-chloropropyl)pyrrolidine (J. Am. Chem. Soc., 77, 2270; 1955) (133 g, 0.9 mol), 4-hydroxybenzonitrile (100 g, 0.75 mol) and caesium carbonate (256 g, 0.78 mol) in acetonitrile (1 L) was stirred at 45° C. for 18 hours. The reaction mixture was then concentrated in vacuo and the residue was partitioned between ethyl acetate (800 mL) and water (800 mL). The aqueous layer was separated and extracted with ethyl acetate (800 mL) and the combined organic solution was washed with water ... Reactants: ClC1=CC=C(C=C1)C1=C(C(=NN1C1=C(C=C(C=C1)Cl)Cl)C(=O)NC1CCN(CC1)C(=O)OC1=CC=C(C=C1)[N+](=O)[O-])C (4-nitrophenyl 4-[5-(4-chlorophenyl)-1-(2,4-dichlorophenyl)-4-methyl-1H-pyrazole-3-amido]piperidine-1-carboxylate), alcohol, [H-].[Na+] (sodium hydride), oil. Solvent: C1CCOC1 (THF). Reaction conditions: time 16 hour. Yields the product ClC1=CC=C(C=C1)C1=C(C(=NN1C1=C(C=C(C=C1)Cl)Cl)C(=O)NC1CCN(CC1)C(=O)OCC)C (Ethyl 4-[5-(4-Chlorophenyl)-1-(2,4-dichlorophenyl)-4-methyl-1H-pyrazole-3-amido]piperidine-1-carboxylate). RXN SMILES: [Cl:1][C:2]1[CH:7]=[CH:6][C:5]([C:8]2[N:12]([C:13]3[CH:18]=[CH:17][C:16]([Cl:19])=[CH:15][C:14]=3[Cl:20])[N:11]=[C:10]([C:21]([NH:23][CH:24]3[CH2:29][CH2:28][N:27]([C:30]([O:32][C:33]4C=CC([N+]([O-])=O)=C[CH:34]=4)=[O:31])[CH2:26][CH2:25]3)=[O:22])[C:9]=2[CH3:42])=[CH:4][CH:3]=1.[H-].[Na+]>C1COCC1>[Cl:1][C:2]1[CH:7]=[CH:6][C:5]([C:8]2[N:12]([C:13]3[CH:18]=[CH:17][C:16]([Cl:19])=[CH:15][C:14]=3[Cl:20])[N:11]=[C:10]([C:21]([NH:23][CH:24]3[CH2:25][CH2:26][N:27]([C:30]([O:32][CH2:33][CH3:34])=[O:31])[CH2:28][CH2:29]3)=[O:22])[C:9]=2[CH3:42])=[CH:4][CH:3]=1 |f:1.2|. Procedure: To 4-nitrophenyl 4-[5-(4-chlorophenyl)-1-(2,4-dichlorophenyl)-4-methyl-1H-pyrazole-3-amido]piperidine-1-carboxylate (0.02 mmol, 1 eq.) and appropriate alcohol (0.5 mL) in THF (2 mL) was added sodium hydride 60% dispersion in mineral oil (4 mg, 0.1 mmol, 5 eq.). The reaction was stirred for 16 h and quenched with acetic acid. The reaction was concentrated in vacuo. The crude material was purified by column chromatography 0-100% ethyl acetate/hexanes to yield desired product. Reactants: CS(=O)(=O)O (methanesulfonic acid), C[Si](O[C@@H]1C(OC([C@H]([C@@H]1O[Si](C)(C)C)O[Si](C)(C)C)CO[Si](C)(C)C)=O)(C)C ((3S,4S,5R)-3,4,5-tris(trimethylsilyloxy)-6-((trimethylsilyloxy)methyl)tetrahydro-2H-pyran-2-one), BrC=1C=CC(=C(CO[Si](C2=CC=CC=C2)(C2=CC=CC=C2)C(C)(C)C)C1)Cl ((5-bromo-2-chlorobenzyloxy)(tert-butyl)diphenylsilane), [Li]C(C)(C)C (t-BuLi). Run in CO (methanol), O1CCCC1 (tetrahydrofuran). Reaction conditions: temperature -78 celsius, time 5 hour. Product: [Si](C1=CC=CC=C1)(C1=CC=CC=C1)(C(C)(C)C)OCC=1C=C(C=CC1Cl)C1(OC([C@H]([C@@H]([C@@H]1O)O)O)CO)OC ((3S,4S,5S)-2-(3-((tert-butyldiphenylsilyloxy)methyl)-4-chlorophenyl)-6-(hydroxymethyl)-2-methoxytetrahydro-2H-pyran-3,4,5-triol). Yield: 107.4%. Reaction SMILES: C[Si](C)(C)[O:3][C@H:4]1[C@@H:9]([O:10][Si](C)(C)C)[C@H:8]([O:15][Si](C)(C)C)[CH:7]([CH2:20][O:21][Si](C)(C)C)[O:6][C:5]1=[O:26].Br[C:30]1[CH:31]=[CH:32][C:33]([Cl:55])=[C:34]([CH:54]=1)[CH2:35][O:36][Si:37]([C:50]([CH3:53])([CH3:52])[CH3:51])([C:44]1[CH:49]=[CH:48][CH:47]=[CH:46][CH:45]=1)[C:38]1[CH:43]=[CH:42][CH:41]=[CH:40][CH:39]=1.[Li][C:57](C)(C)C.CS(O)(=O)=O>O1CCCC1.CO>[Si:37]([O:36][CH2:35][C:34]1[CH:54]=[C:30]([C:5]2([O:26][CH3:57])[C@@H:4]([OH:3])[C@@H:9]([OH:10])[C@H:8]([OH:15])[CH:7]([CH2:20][OH:21])[O:6]2)[CH:31]=[CH:32][C:33]=1[Cl:55])([C:50]([CH3:53])([CH3:52])[CH3:51])([C:44]1[CH:49]=[CH:48][CH:47]=[CH:46][CH:45]=1)[C:38]1[CH:43]=[CH:42][CH:41]=[CH:40][CH:39]=1. Reported procedure: To a solution of (3S,4S,5R)-3,4,5-tris(trimethylsilyloxy)-6-((trimethylsilyloxy)methyl)tetrahydro-2H-pyran-2-one (3.0 g, 6.5 mmol) and (5-bromo-2-chlorobenzyloxy)(tert-butyl)diphenylsilane (3.7 g, 7.8 mmol) in tetrahydrofuran (105 mL) at −78° C. under nitrogen was added t-BuLi (8.0 mL, 13.7 mmol) dropwise. Reaction was stirred at −78° C. for 5 hours and then a cold (−78° C.) solution of methanesulfonic acid (1.6 mL) in methanol (54 mL) was added to it via cannulation. The cold bath was then remo... Reactants: OCC1=CC(=C(C=C1)SC1=CC=CC=C1)C (1-hydroxymethyl-3-methyl-4-phenylthiobenzene), S(=O)(Cl)Cl (thionyl chloride). Run in C(Cl)Cl (methylene chloride). Yields the product ClCC1=CC(=C(C=C1)SC1=CC=CC=C1)C (1-chloromethyl-3-methyl-4-phenylthiobenzene). Reaction SMILES: O[CH2:2][C:3]1[CH:8]=[CH:7][C:6]([S:9][C:10]2[CH:15]=[CH:14][CH:13]=[CH:12][CH:11]=2)=[C:5]([CH3:16])[CH:4]=1.S(Cl)([Cl:19])=O>C(Cl)Cl>[Cl:19][CH2:2][C:3]1[CH:8]=[CH:7][C:6]([S:9][C:10]2[CH:15]=[CH:14][CH:13]=[CH:12][CH:11]=2)=[C:5]([CH3:16])[CH:4]=1. Reported procedure: Thus obtained 1-hydroxymethyl-3-methyl-4-phenylthiobenzene was dissolved in 100 ml of methylene chloride, and 23.34 ml of thionyl chloride was added while ice-cooling and stirring. After stirring for 1 hour, the reaction mixture was washed with ice water (100 ml×3), and 500 ml of ethyl acetate was added. The mixture was sequentially washed with 5% aqueous solution of sodium hydrogencarbonate (50 ml×4) and saturated brine (100 ml×2), and dried with anhydrous sodium sulfate, concentrated in vacuo,... Reactants: CO, CCOc1cc(-c2nc(-c3cccc4c(CCC(=O)OC)c[nH]c34)no2)cc(Cl)c1OCC, [Na+], C1CCOC1, [OH-], O. Product: CCOc1cc(-c2nc(-c3cccc4c(CCC(=O)O)c[nH]c34)no2)cc(Cl)c1OCC. As a reaction SMILES: [CH3:41][OH:42].[Cl:1][c:2]1[cH:3][c:4](-[c:14]2[n:15][c:16](-[c:19]3[cH:20][cH:21][cH:22][c:23]4[c:24]([CH2:28][CH2:29][C:30](=[O:31])[O:32][CH3:33])[cH:25][nH:26][c:27]34)[n:17][o:18]2)[cH:5][c:6]([O:11][CH2:12][CH3:13])[c:7]1[O:8][CH2:9][CH3:10].[Na+:35].[O:36]1[CH2:37][CH2:38][CH2:39][CH2:40]1.[OH-:34].[OH2:43]>>[Cl:1][c:2]1[cH:3][c:4](-[c:14]2[n:15][c:16](-[c:19]3[cH:20][cH:21][cH:22][c:23]4[c:24]([CH2:28][CH2:29][C:30](=[O:31])[OH:32])[cH:25][nH:26][c:27]34)[n:17][o:18]2)[cH:5][c:6]([O:11][CH2:12][CH3:13])[c:7]1[O:8][CH2:9][CH3:10].